This data is from the Open Reaction Database (ORD), a public repository of structured organic reaction records. The task is: describe an organic reaction: reactants, conditions, products, and yield The reactants are C1=CC=CC=2C3=CC=CC=C3C(C12)COC(=O)N[C@@H](CCCNC(=O)OCCCC)C(=O)NCCC1=CC(O)=C(O)C=C1 (N-[Nα-(9-fluorenylmethoxycarbonyl)-Nδ-butoxycarbonyl-L-ornithyl]dopamine), C(\C=C\C1=CC(O)=C(O)C=C1)(=O)O (caffeic acid). The product is C(\C=C\C1=CC(O)=C(O)C=C1)(=O)N[C@@H](CCCNC(=O)OCCCC)C(=O)NCCC1=CC(O)=C(O)C=C1 (N-(Nα-Caffeoyl-Nδ-butoxycarbonyl-L-ornithyl)dopamine), crystals. The yield is 40.0%. RXN SMILES: C1C2C(CO[C:16]([NH:18][C@H:19]([C:31]([NH:33][CH2:34][CH2:35][C:36]3[CH:43]=[CH:42][C:40]([OH:41])=[C:38]([OH:39])[CH:37]=3)=[O:32])[CH2:20][CH2:21][CH2:22][NH:23][C:24]([O:26][CH2:27][CH2:28][CH2:29][CH3:30])=[O:25])=[O:17])C3C(=CC=CC=3)C=2C=CC=1.C(O)(=O)/[CH:45]=[CH:46]/[C:47]1[CH:54]=[CH:53][C:51]([OH:52])=[C:49]([OH:50])[CH:48]=1>>[C:16]([NH:18][C@H:19]([C:31]([NH:33][CH2:34][CH2:35][C:36]1[CH:43]=[CH:42][C:40]([OH:41])=[C:38]([OH:39])[CH:37]=1)=[O:32])[CH2:20][CH2:21][CH2:22][NH:23][C:24]([O:26][CH2:27][CH2:28][CH2:29][CH3:30])=[O:25])(=[O:17])/[CH:45]=[CH:46]/[C:47]1[CH:54]=[CH:53][C:51]([OH:52])=[C:49]([OH:50])[CH:48]=1. Procedure: N-[Nα-(9-fluorenylmethoxycarbonyl)-Nδ-butoxycarbonyl-L-ornithyl]dopamine (1.0 g, 1.75 mmol) was deprotected following the indications of general procedure G. The free amino groups thus obtained were coupled with caffeic acid (472 mg, 2.6 mmol) following the general procedure D. The crude material was purified by flash chromatography using a solvent gradient from 30% to 90% EtOAc/CH2Cl2/1% AcOH. The desired product was obtained as white crystals (370 mg, 40%). The reactants are FC(C(=O)[O-])(F)F.FC(C(=O)[O-])(F)F.[NH2+]1CCCC12CCN(CC2)C(=O)C=2C=C(C[NH+]1C=CC(C3=CC=CC=C13)=O)C=CC2F (1-[3-(8-aza-1-azoniaspiro[4.5]dec-8-ylcarbonyl)-4-fluorobenzyl]-4-oxo-1,4-dihydroquinolinium bis(trifluoroacetate)), [Cl-].C(=O)(O)C=1C=C(C[NH+]2C=CC(C3=CC=CC=C23)=O)C=CC1F (1-(3-carboxy-4-fluorobenzyl)-4-oxo-1,4-dihydroquinolinium chloride), TEA, CN(C)C(=[N+](C)C)ON1C2=C(C=CC=C2)N=N1.[B-](F)(F)(F)F (TBTU), N1(CCNCC1)C(=O)OCCCC (butyl piperazine-1-carboxylate). Run in CN(C)C=O (DMF), CCOC(=O)C (EtOAc). Run at time 20 minute. The product is FC1=C(C(=O)N2CCN(CC2)C(=O)OC(C)(C)C)C=C(C=C1)CN1C=CC(C2=CC=CC=C12)=O (tert-butyl 4-{2-fluoro-5-[(4-oxoquinolin-1(4H)-yl)methyl]benzoyl}piperazine-1-carboxylate). RXN SMILES: FC(F)(F)[C:3]([O-:5])=[O:4].FC(F)(F)C([O-])=O.[NH2+]1C2(CC[N:22]([C:25]([C:27]3[CH:28]=[C:29]([CH:42]=[CH:43][C:44]=3[F:45])[CH2:30][NH+:31]3[C:40]4[C:35](=[CH:36][CH:37]=[CH:38][CH:39]=4)[C:34](=[O:41])[CH:33]=[CH:32]3)=[O:26])[CH2:21][CH2:20]2)CCC1.[Cl-].[C:47]([C:50]1[CH:51]=C(C=C[C:67]=1F)C[NH+]1C2C(=CC=CC=2)C(=O)C=C1)(O)=O.CN(C(O[N:77]1N=N[C:79]2C=CC=C[C:78]1=2)=[N+](C)C)C.[B-](F)(F)(F)F.N1(C(OCCCC)=O)CCNCC1>CN(C=O)C.CCOC(C)=O>[F:45][C:44]1[CH:43]=[CH:42][C:29]([CH2:30][N:31]2[C:40]3[C:35](=[CH:36][CH:37]=[CH:38][CH:39]=3)[C:34](=[O:41])[CH:33]=[CH:32]2)=[CH:28][C:27]=1[C:25]([N:22]1[CH2:79][CH2:78][N:77]([C:3]([O:5][C:50]([CH3:51])([CH3:67])[CH3:47])=[O:4])[CH2:20][CH2:21]1)=[O:26] |f:0.1.2,3.4,5.6|. Reported procedure: To a stirred solution of Example 1, A2 in DMF (0.3 M) was added TEA (2.4 eq.) and TBTU (1.3 eq.). The mixture was stirred for 20 min and tent-butyl piperazine-1-carboxylate was added (1.5 eq.). After 1 h the mixture was diluted with EtOAc and washed with water, s.s. NaHCO3 and brine. The organic phase was dried over Na2SO4, filtered and concentrated to dryness to afford the title compound as an orange foam. Reactants: O=C1C(Cl)=C(Cl)C(=O)c2ccccc21, [H-], N, [Na+], CN(C)C=O, O=C1CCCCN1. The product is O=C1C(Cl)=C(N2CCCCC2=O)C(=O)c2ccccc21. RXN SMILES: [Cl:10][C:11]1=[C:20]([Cl:21])[C:19](=[O:22])[c:18]2[c:13]([cH:14][cH:15][cH:16][cH:17]2)[C:12]1=[O:23].[H-:2].[NH3:24].[Na+:1].[O:25]=[CH:26][N:27]([CH3:28])[CH3:29].[O:3]=[C:4]1[NH:5][CH2:6][CH2:7][CH2:8][CH2:9]1>>[O:3]=[C:4]1[N:5]([C:20]2=[C:11]([Cl:10])[C:12](=[O:23])[c:13]3[cH:14][cH:15][cH:16][cH:17][c:18]3[C:19]2=[O:22])[CH2:6][CH2:7][CH2:8][CH2:9]1.